From a dataset of the Open Reaction Database (ORD), a public repository of structured organic reaction records. describe an organic reaction: reactants, conditions, products, and yield Reactants: Cl.Cl.N1CCC(CC1)NC1=C(C=CC=C1)C (piperidin-4-yl-o-tolyl-amine dihydrochloride), C1(=CC=CC=C1)C1=CC(=NN1)C(=O)NCC(=O)O ([(5-phenyl-1H-pyrazole-3-carbonyl)-amino]-acetic acid), CCN(C(C)C)C(C)C (DIPEA), C=1C=CC2=C(C1)N=NN2O (HOBt), CCN=C=NCCCN(C)C.Cl (EDCI.HCl). Solvent: CN(C)C=O (DMF), O (water). Run at time 16 hour. Product: O=C(CNC(=O)C1=NNC(=C1)C1=CC=CC=C1)N1CCC(CC1)NC1=C(C=CC=C1)C (5-phenyl-1H-pyrazole-3-carboxylic acid [2-oxo-2-(4-o-tolylamino-piperidin-1-yl)-ethyl]-amide). The yield is 94.0%. RXN SMILES: [C:1]1([C:7]2[NH:11][N:10]=[C:9]([C:12]([NH:14][CH2:15][C:16]([OH:18])=O)=[O:13])[CH:8]=2)[CH:6]=[CH:5][CH:4]=[CH:3][CH:2]=1.CCN(C(C)C)C(C)C.C1C=CC2N(O)N=NC=2C=1.CCN=C=NCCCN(C)C.Cl.Cl.Cl.[NH:52]1[CH2:57][CH2:56][CH:55]([NH:58][C:59]2[CH:64]=[CH:63][CH:62]=[CH:61][C:60]=2[CH3:65])[CH2:54][CH2:53]1>CN(C=O)C.O>[O:18]=[C:16]([N:52]1[CH2:57][CH2:56][CH:55]([NH:58][C:59]2[CH:64]=[CH:63][CH:62]=[CH:61][C:60]=2[CH3:65])[CH2:54][CH2:53]1)[CH2:15][NH:14][C:12]([C:9]1[CH:8]=[C:7]([C:1]2[CH:2]=[CH:3][CH:4]=[CH:5][CH:6]=2)[NH:11][N:10]=1)=[O:13] |f:3.4,5.6.7|. Procedure: To a stirred solution of [(5-phenyl-1H-pyrazole-3-carbonyl)-amino]-acetic acid (0.102 g, 0.00042 mol) in DMF (1 mL) was added DIPEA (0.245 g, 0.00190 mol), HOBt (0.056 g, 0.000418 mol) and EDCI.HCl (0.145 g, 0.00076 mol) at ambient temperature. After 2 minutes piperidin-4-yl-o-tolyl-amine dihydrochloride (0.1 g, 0.00038 mol) was added and the resulting mixture was stirred for 16 hours. The reaction mixture was then diluted with cold water. The resulting precipitate was isolated by filtration and... Reactants: C(CCC)OC1=CC=C(C=C1)C[C@@H](C(=O)OC)NC(=O)[C@H]([C@](C(=O)O)(CCOC)O)\C=C\CCCCCCC(CCCCCCC)(F)F ((E)-(2S,3S)-3-[(S)-2-(4-butoxy-phenyl)-1-methoxycarbonyl-ethylcarbamoyl]-12,12-difluoro-2-hydroxy-2-(2-methoxy-ethyl)-nonadec-4-enoic acid), [I-].[Na+] (sodium iodide), C([O-])(O)=O.[Na+] (sodium bicarbonate), ClCC=1OC(OC1C)=O (4-chloromethyl-5-methyl-1,3-dioxol-2-one). The solvent is CN(C)C=O (DMF). Conditions: time 22 hour. The product is C(CCC)OC1=CC=C(C=C1)C[C@@H](C(=O)OC)NC(=O)[C@H]([C@](C(=O)OCC=1OC(OC1C)=O)(CCOC)O)\C=C\CCCCCCC(CCCCCCC)(F)F ((5-methyl-2-oxo-[1,3]dioxol-4-yl)methyl (E)-(2S,3S)-3-[(S)-2-(4-butoxy-phenyl)-1-methoxycarbonyl-ethylcarbamoyl]-12,12-difluoro-2-hydroxy-2-(2-methoxy-ethyl)-nonadec-4-enoate). Isolated yield 83.0%. Reaction SMILES: [CH2:1]([O:5][C:6]1[CH:11]=[CH:10][C:9]([CH2:12][C@H:13]([NH:18][C:19]([C@@H:21](/[CH:31]=[CH:32]/[CH2:33][CH2:34][CH2:35][CH2:36][CH2:37][CH2:38][C:39]([F:48])([F:47])[CH2:40][CH2:41][CH2:42][CH2:43][CH2:44][CH2:45][CH3:46])[C@@:22]([OH:30])([CH2:26][CH2:27][O:28][CH3:29])[C:23]([OH:25])=[O:24])=[O:20])[C:14]([O:16][CH3:17])=[O:15])=[CH:8][CH:7]=1)[CH2:2][CH2:3][CH3:4].[I-].[Na+].C(=O)(O)[O-].[Na+].Cl[CH2:57][C:58]1[O:59][C:60](=[O:64])[O:61][C:62]=1[CH3:63]>CN(C=O)C>[CH2:1]([O:5][C:6]1[CH:7]=[CH:8][C:9]([CH2:12][C@H:13]([NH:18][C:19]([C@@H:21](/[CH:31]=[CH:32]/[CH2:33][CH2:34][CH2:35][CH2:36][CH2:37][CH2:38][C:39]([F:47])([F:48])[CH2:40][CH2:41][CH2:42][CH2:43][CH2:44][CH2:45][CH3:46])[C@@:22]([OH:30])([CH2:26][CH2:27][O:28][CH3:29])[C:23]([O:25][CH2:57][C:58]2[O:59][C:60](=[O:64])[O:61][C:62]=2[CH3:63])=[O:24])=[O:20])[C:14]([O:16][CH3:17])=[O:15])=[CH:10][CH:11]=1)[CH2:2][CH2:3][CH3:4] |f:1.2,3.4|. Procedure details: To the mixture of (E)-(2S,3S)-3-[(S)-2-(4-butoxy-phenyl)-1-methoxycarbonyl-ethylcarbamoyl]-12,12-difluoro-2-hydroxy-2-(2-methoxy-ethyl)-nonadec-4-enoic acid (No. 5514403, 50 mg, 0.0731 mmol), sodium iodide (16.4 mg, 0.110 mmol), sodium bicarbonate (7.4 mg, 0.877 mmol) and the DMF (1 mL) was added commercially available 4-chloromethyl-5-methyl-1,3-dioxol-2-one (15.9 μL, 0.145 mmol) at room temperature, and the mixture was stirred as it was for 22 hours. After confirming the consumption of the sta... The reactants are CC(C)(C)[O-].[K+] (potassium tert-butylate), CC1(NC(CC(C1)=NCC(=C)C)(C)C)C (N-(2,2,6,6-tetramethyl-4-piperidylidene)-2-methylallylamine), CS(=O)C (dimethyl sulfoxide). Run in C1(=CC=CC=C1)C (toluene). Run at temperature 50 celsius. Yields the product CC1(NC(CC(C1)=NC=C(C)C)(C)C)C (N-(2,2,6,6-tetramethyl-4-piperidylidene)-2-methyl-1-amino-1-propene). Isolated yield 84.2%. Reaction SMILES: [CH3:1][C:2]1([CH3:15])[CH2:7][C:6](=[N:8][CH2:9][C:10]([CH3:12])=[CH2:11])[CH2:5][C:4]([CH3:14])([CH3:13])[NH:3]1.CC([O-])(C)C.[K+].CS(C)=O>C1(C)C=CC=CC=1>[CH3:13][C:4]1([CH3:14])[CH2:5][C:6](=[N:8][CH:9]=[C:10]([CH3:12])[CH3:11])[CH2:7][C:2]([CH3:15])([CH3:1])[NH:3]1 |f:1.2|. Procedure: 162.5 g of the N-(2,2,6,6-tetramethyl-4-piperidylidene)-2-methylallylamine are dissolved in 162 ml of toluene in a 500 ml three-necked flask with reflux condenser, and 4.86 g of potassium tert-butylate are added. To the reaction mixture are then added, with stirring, 50 ml of dimethyl sulfoxide, and stirring is maintained at 50° C. for 8 hours. The organic phase is afterwards extracted with 100 ml of distilled water, and the organic part, after separation of the solvent, is distilled to yield 13... The reactants are [Br-], [Br-], [Br-], Br, CC(=O)O, CCS(=O)(=O)N1CCN(c2cnc(N)c(C(C)=O)n2)CC1, c1cc[nH+]cc1, c1cc[nH+]cc1, c1cc[nH+]cc1. Product: CCS(=O)(=O)N1CCN(c2cnc(N)c(C(=O)CBr)n2)CC1. Reaction SMILES: [Br-:22].[Br-:23].[Br-:24].[BrH:47].[C:43]([OH:44])(=[O:45])[CH3:46].[NH2:1][c:2]1[c:3]([C:19]([CH3:20])=[O:21])[n:4][c:5]([N:8]2[CH2:9][CH2:10][N:11]([S:14](=[O:15])(=[O:16])[CH2:17][CH3:18])[CH2:12][CH2:13]2)[cH:6][n:7]1.[nH+:25]1[cH:26][cH:27][cH:28][cH:29][cH:30]1.[nH+:31]1[cH:32][cH:33][cH:34][cH:35][cH:36]1.[nH+:37]1[cH:38][cH:39][cH:40][cH:41][cH:42]1>>[NH2:1][c:2]1[c:3]([C:19]([CH2:20][Br:22])=[O:21])[n:4][c:5]([N:8]2[CH2:9][CH2:10][N:11]([S:14](=[O:15])(=[O:16])[CH2:17][CH3:18])[CH2:12][CH2:13]2)[cH:6][n:7]1. Starting materials: COc1ccc(C2=NN(C3CCNCC3)C(=O)C2(C)C)cc1OC, O=C(O)c1ccc2cc[nH]c2c1. Yields the product COc1ccc(C2=NN(C3CCN(C(=O)c4ccc5cc[nH]c5c4)CC3)C(=O)C2(C)C)cc1OC. As a reaction SMILES: [CH3:1][O:2][c:3]1[cH:4][c:5]([C:11]2=[N:15][N:14]([CH:16]3[CH2:17][CH2:18][NH:19][CH2:20][CH2:21]3)[C:13](=[O:22])[C:12]2([CH3:23])[CH3:24])[cH:6][cH:7][c:8]1[O:9][CH3:10].[nH:25]1[cH:26][cH:27][c:28]2[cH:29][cH:30][c:31]([C:34](=[O:35])[OH:36])[cH:32][c:33]12>>[CH3:1][O:2][c:3]1[cH:4][c:5]([C:11]2=[N:15][N:14]([CH:16]3[CH2:17][CH2:18][N:19]([C:34]([c:31]4[cH:30][cH:29][c:28]5[cH:27][cH:26][nH:25][c:33]5[cH:32]4)=[O:35])[CH2:20][CH2:21]3)[C:13](=[O:22])[C:12]2([CH3:23])[CH3:24])[cH:6][cH:7][c:8]1[O:9][CH3:10].